This data is from the Open Reaction Database (ORD), a public repository of structured organic reaction records. The task is: describe an organic reaction: reactants, conditions, products, and yield The reactants are CCOC(=O)/N=N/C(=O)OCC (diethylazodicarboxylate), C(C)(=O)O[C@@H](CCCCN1C(=O)N(C=2N=C(NC2C1=O)Br)C)C ((R)-1-(5-acetoxyhexyl)-8-bromo-3-methylxanthine), C1(=CC=CC=C1)P(C1=CC=CC=C1)C1=CC=CC=C1 (triphenylphosphine), C(C)(C)(C)OC(=O)NCCCO (3-(tert-butoxycarbonylamino)-1-propanol). Solvent: ClCCCl (1,2-dichloroethane). Reaction conditions: time 8 hour. Yields the product C(C)(=O)O[C@@H](CCCCN1C(=O)N(C=2N=C(N(C2C1=O)CCNC(=O)OC(C)(C)C)Br)C)C ((R)-1-(5-acetoxyhexyl)-8-bromo-7-(2-(N-tert-butoxycarbonylamino)ethyl)-3-methylxanthine). Yield: 87.1%. RXN SMILES: [C:1]([O:4][C@H:5]([CH3:23])[CH2:6][CH2:7][CH2:8][CH2:9][N:10]1[C:19](=[O:20])[C:18]2[NH:17][C:16]([Br:21])=[N:15][C:14]=2[N:13]([CH3:22])[C:11]1=[O:12])(=[O:3])[CH3:2].C1(P(C2C=CC=CC=2)C2C=CC=CC=2)C=CC=CC=1.[C:43]([O:47][C:48]([NH:50][CH2:51][CH2:52]CO)=[O:49])([CH3:46])([CH3:45])[CH3:44].CCOC(/N=N/C(OCC)=O)=O>ClCCCl>[C:1]([O:4][C@H:5]([CH3:23])[CH2:6][CH2:7][CH2:8][CH2:9][N:10]1[C:19](=[O:20])[C:18]2[N:17]([CH2:52][CH2:51][NH:50][C:48]([O:47][C:43]([CH3:46])([CH3:45])[CH3:44])=[O:49])[C:16]([Br:21])=[N:15][C:14]=2[N:13]([CH3:22])[C:11]1=[O:12])(=[O:3])[CH3:2]. Procedure details: To a stirring suspension of (R)-1-(5-acetoxyhexyl)-8-bromo-3-methylxanthine (5.10 g, 13.2 mmol), triphenylphosphine (5.24 g, 20.0 mmol) and 3-(tert-butoxycarbonylamino)-1-propanol (3.2 g, 20.0 mmol) in anhydrous 1,2-dichloroethane (100 ml) at room temperature was added diethylazodicarboxylate (3.48 g, 20.0 mmol) dropwise. The mixture was stirred at room temperature overnight and concentrated under reduced pressure. The residue was purified by column chromatography on silica gel eluting with ethy... Product: COC1C(C)OC(ON2C(=O)CCC2=O)C(OC)C1OC. RXN SMILES: [CH3:1][O:2][CH:3]([CH:4]=[O:5])[CH:6]([O:7][CH3:8])[CH:9]([O:10][CH3:11])[CH:12]([OH:13])[CH3:14].[OH:15][N:16]1[C:17](=[O:22])[CH2:18][CH2:19][C:20]1=[O:21].[c:23]1([CH3:24])[cH:25][cH:26][c:27]([S:28]([OH:29])(=[O:30])=[O:31])[cH:32][cH:33]1.[cH:34]1[cH:35][cH:36][cH:37][cH:38][cH:39]1>>[CH3:1][O:2][CH:3]1[CH:4]([O:5][N:16]2[C:17](=[O:22])[CH2:18][CH2:19][C:20]2=[O:21])[O:13][CH:12]([CH3:14])[CH:9]([O:10][CH3:11])[CH:6]1[O:7][CH3:8]. The reactants are COC(C=O)C(OC)C(OC)C(C)O, O=C1CCC(=O)N1O, Cc1ccc(S(=O)(=O)O)cc1, c1ccccc1.